From a dataset of the Open Reaction Database (ORD), a public repository of structured organic reaction records. describe an organic reaction: reactants, conditions, products, and yield Starting materials: [N+](=O)([O-])C=1C=NN(C1)CC1=CC(=NO1)CO ([5-(4-nitro-pyrazol-1-ylmethyl)-isoxazol-3-yl]-methanol), ice, [Cr](=O)(=O)([O-])Cl.[NH+]1=CC=CC=C1 (pyridinium chlorochromate), N#N (N2). Run in C(Cl)Cl (CH2Cl2), C(Cl)Cl (CH2Cl2). Run at time 4.5 hour. Yields the product [N+](=O)([O-])C=1C=NN(C1)CC1=CC(=NO1)C=O (5-(4-Nitro-pyrazol-1-ylmethyl)-isoxazole-3-carbaldehyde). RXN SMILES: N#N.[N+:3]([C:6]1[CH:7]=[N:8][N:9]([CH2:11][C:12]2[O:16][N:15]=[C:14]([CH2:17][OH:18])[CH:13]=2)[CH:10]=1)([O-:5])=[O:4].[Cr](Cl)([O-])(=O)=O.[NH+]1C=CC=CC=1>C(Cl)Cl>[N+:3]([C:6]1[CH:7]=[N:8][N:9]([CH2:11][C:12]2[O:16][N:15]=[C:14]([CH:17]=[O:18])[CH:13]=2)[CH:10]=1)([O-:5])=[O:4] |f:2.3|. Procedure: In a flame dried round-bottomed flask equipped with a magnetic stir bar and under inert atmosphere (N2), a solution of [5-(4-nitro-pyrazol-1-ylmethyl)-isoxazol-3-yl]-methanol (1.82 g, 8.20 mmol) in CH2Cl2 (25.0 mL) was added to an ice-chilled suspension of pyridinium chlorochromate (5.35 g, 24.36 mmol) in CH2Cl2 (25.0 mL). The reaction mixture was stirred for 4.5 h at rt. It was filtered over celite and the solvent was removed under reduced pressure. Purification of the residue by FC (50:50 hept... As a reaction SMILES: [CH3:16][I:17].[CH3:19][S:20](=[O:21])[CH3:22].[ClH:18].[H-:1].[H:14][H:15].[Na+:2].[O:23]1[CH2:24][CH2:25][CH2:26][CH2:27]1.[OH:3][CH2:4][c:5]1[cH:6][cH:7][cH:8][c:9]2[n:10][n:11][s:12][c:13]12>>[O:3]([CH2:4][c:5]1[cH:6][cH:7][cH:8][c:9]2[n:10][n:11][s:12][c:13]12)[CH3:16]. The reactants are CI, CS(C)=O, Cl, [H-], [H][H], [Na+], C1CCOC1, OCc1cccc2nnsc12. Yields the product COCc1cccc2nnsc12. Reactants: N#N (N2), BrC1=CC2=C(C(=N1)O[C@H](C)[C@@H]1CC(NC1)=O)N(C=N2)C2CC2 ((R)-4-((R)-1-((6-bromo-3-cyclopropyl-3H-imidazo[4,5-c]pyridin-4-yl)oxy)ethyl)pyrrolidin-2-one), CC=1SC(=CN1)B1OC(C(O1)(C)C)(C)C (2-methyl-5-(4,4,5,5-tetramethyl-1,3,2-dioxaborolan-2-yl)thiazole), C(=O)([O-])[O-].[Na+].[Na+] (Na2CO3). Reagents/catalysts: C=1C=CC(=CC1)[P](C=2C=CC=CC2)(C=3C=CC=CC3)[Pd]([P](C=4C=CC=CC4)(C=5C=CC=CC5)C=6C=CC=CC6)([P](C=7C=CC=CC7)(C=8C=CC=CC8)C=9C=CC=CC9)[P](C=1C=CC=CC1)(C=1C=CC=CC1)C=1C=CC=CC1 (Pd(PPh3)4). Run in COCCOC (1,2-dimethoxyethane), C(Cl)Cl (DCM). Reaction conditions: temperature 140 celsius. Product: C1(CC1)N1C=NC2=C1C(=NC(=C2)C2=CN=C(S2)C)O[C@H](C)[C@@H]2CC(NC2)=O ((R)-4-((R)-1-((3-cyclopropyl-6-(2-methylthiazol-5-yl)-3H-imidazo[4,5-c]pyridin-4-yl)oxy)ethyl)pyrrolidin-2-one). The yield is 14.6%. As a reaction SMILES: Br[C:2]1[N:7]=[C:6]([O:8][C@@H:9]([C@H:11]2[CH2:15][NH:14][C:13](=[O:16])[CH2:12]2)[CH3:10])[C:5]2[N:17]([CH:20]3[CH2:22][CH2:21]3)[CH:18]=[N:19][C:4]=2[CH:3]=1.[CH3:23][C:24]1[S:25][C:26](B2OC(C)(C)C(C)(C)O2)=[CH:27][N:28]=1.C([O-])([O-])=O.[Na+].[Na+].N#N>C1C=CC([P]([Pd]([P](C2C=CC=CC=2)(C2C=CC=CC=2)C2C=CC=CC=2)([P](C2C=CC=CC=2)(C2C=CC=CC=2)C2C=CC=CC=2)[P](C2C=CC=CC=2)(C2C=CC=CC=2)C2C=CC=CC=2)(C2C=CC=CC=2)C2C=CC=CC=2)=CC=1.C(Cl)Cl.COCCOC>[CH:20]1([N:17]2[C:5]3[C:6]([O:8][C@@H:9]([C@H:11]4[CH2:15][NH:14][C:13](=[O:16])[CH2:12]4)[CH3:10])=[N:7][C:2]([C:26]4[S:25][C:24]([CH3:23])=[N:28][CH:27]=4)=[CH:3][C:4]=3[N:19]=[CH:18]2)[CH2:22][CH2:21]1 |f:2.3.4,^1:49,51,70,89|. Procedure details: To a microwave tube equipped with a stirring bar, (R)-4-((R)-1-((6-bromo-3-cyclopropyl-3H-imidazo[4,5-c]pyridin-4-yl)oxy)ethyl)pyrrolidin-2-one: (100 mg, 0.274 mmol), 2-methyl-5-(4,4,5,5-tetramethyl-1,3,2-dioxaborolan-2-yl)thiazole (184.9 mg, 0.821 mmol), 1,2-dimethoxyethane (1.1 mL), 1 N Na2CO3 aqueous solution (0.82 mL, 0.82 mmol) were added, the mixture was bubbled N2 for 5 minutes before Pd(PPh3)4 (31.6 mg, 0.027 mmol) was added. The tube was sealed and heated in a microwave at 140° C. for 2... Starting materials: Intermediate 137, ClC1=CC=C(C=C1)C1=CC(=CC=C1)N (4′-chlorobiphenyl-3-amine), C(CCC)=O (butyraldehyde). Yields the product C(CCC)NC=1C=C(C=CC1)C1=CC=C(C=C1)Cl (N-Butyl-4′-chlorobiphenyl-3-amine). The yield is 82.5%. RXN SMILES: [Cl:1][C:2]1[CH:7]=[CH:6][C:5]([C:8]2[CH:13]=[CH:12][CH:11]=[C:10]([NH2:14])[CH:9]=2)=[CH:4][CH:3]=1.[CH:15](=O)[CH2:16][CH2:17][CH3:18]>>[CH2:15]([NH:14][C:10]1[CH:9]=[C:8]([C:5]2[CH:4]=[CH:3][C:2]([Cl:1])=[CH:7][CH:6]=2)[CH:13]=[CH:12][CH:11]=1)[CH2:16][CH2:17][CH3:18]. Reported procedure: Following a procedure analogous to that for the synthesis of Intermediate 137, 4′-chlorobiphenyl-3-amine (ChemBridge, 285 mg, 1.40 mmol) and butyraldehyde (125 μL, 1.40 mmol) were converted to the title compound (300 mg, 74%). 1H NMR (CDCl3) δ 7.73-7.62 (m, 2H), 7.57-7.44 (m, 3H), 7.43-7.34 (m, 2H), 7.29-7.19 (m, 1H), 3.04-2.96 (m, 2H), 1.67-1.59 (m, 2H), 1.47 (dd, J=15.1, 7.4 Hz, 2H), 0.99 (t, J=7.3 Hz, 3H); MS (ESI+) m/z 260.2 (M+H)+. Starting materials: CCOC(=O)C1CCCN(Cc2ccc3c(c2)c2ccccc2n3CC)C1, CN. Product: CCn1c2ccccc2c2cc(CN3CCCC(C(=O)NC)C3)ccc21. As a reaction SMILES: [CH2:1]([CH3:2])[n:3]1[c:4]2[cH:5][cH:6][cH:7][cH:8][c:9]2[c:10]2[cH:11][c:12]([CH2:16][N:17]3[CH2:18][CH:19]([C:23](=[O:24])[O:25][CH2:26][CH3:27])[CH2:20][CH2:21][CH2:22]3)[cH:13][cH:14][c:15]12.[CH3:28][NH2:29]>>[CH2:1]([CH3:2])[n:3]1[c:4]2[cH:5][cH:6][cH:7][cH:8][c:9]2[c:10]2[cH:11][c:12]([CH2:16][N:17]3[CH2:18][CH:19]([C:23](=[O:24])[NH:29][CH3:28])[CH2:20][CH2:21][CH2:22]3)[cH:13][cH:14][c:15]12.